From a dataset of the Open Reaction Database (ORD), a public repository of structured organic reaction records. describe an organic reaction: reactants, conditions, products, and yield The reactants are [OH-].[Na+] (sodium hydroxide), COC=1C=C(C=CC1OC)C1=NC(=NO1)C=1C=CC=C2C(=CNC12)CCC(=O)OCC (ethyl 3-(7-{5-[3,4-bis(methyloxy)phenyl]-1,2,4-oxadiazol-3-yl}-1H-indol-3-yl)propanoate). Solvent: O (water), O1CCCC1 (tetrahydrofuran), CO (methanol). Conditions: temperature 20 celsius, time 4 hour. Yields the product COC=1C=C(C=CC1OC)C1=NC(=NO1)C=1C=CC=C2C(=CNC12)CCC(=O)O (3-(7-{5-[3,4-bis(methyloxy)phenyl]-1,2,4-oxadiazol-3-yl}-1H-indol-3-yl)propanoic acid). The yield is 77.1%. Reaction SMILES: [CH3:1][O:2][C:3]1[CH:4]=[C:5]([C:11]2[O:15][N:14]=[C:13]([C:16]3[CH:17]=[CH:18][CH:19]=[C:20]4[C:24]=3[NH:23][CH:22]=[C:21]4[CH2:25][CH2:26][C:27]([O:29]CC)=[O:28])[N:12]=2)[CH:6]=[CH:7][C:8]=1[O:9][CH3:10].[OH-].[Na+]>O1CCCC1.CO.O>[CH3:1][O:2][C:3]1[CH:4]=[C:5]([C:11]2[O:15][N:14]=[C:13]([C:16]3[CH:17]=[CH:18][CH:19]=[C:20]4[C:24]=3[NH:23][CH:22]=[C:21]4[CH2:25][CH2:26][C:27]([OH:29])=[O:28])[N:12]=2)[CH:6]=[CH:7][C:8]=1[O:9][CH3:10] |f:1.2|. Procedure details: To a solution of ethyl 3-(7-{5-[3,4-bis(methyloxy)phenyl]-1,2,4-oxadiazol-3-yl}-1H-indol-3-yl)propanoate (D67) (100 mg) in tetrahydrofuran (10 mL) and methanol (10 mL) stirred at 20° C. was added a solution of sodium hydroxide (48 mg) in water (10 mL) in one charge. The reaction mixture was stirred at 20° C. for 4 h. The organic solvent was evaporated off and the mixture was acidified with HCl (1 M) solution to pH around 1. The solid was filtered and recrystallized from acetonitrile/EtOAc to aff... Reactants: FC(C(=O)O)(F)F (Trifluoroacetic acid), CN(C=1C=C(C(=O)NC=2C=CC(=C(C2)NC(C2=CC(=CC=C2)OCC(=O)OC(C)(C)C)=O)C)C=CC1)C (N-[5-(3-dimethylaminobenzamido)-2-methylphenyl]-3-tert-butoxycarbonylmethoxybenzamide). The solvent is C(Cl)Cl (methylene chloride). Reaction conditions: time 1 hour. Yields the product CN(C=1C=C(C(=O)NC=2C=CC(=C(C2)NC(C2=CC(=CC=C2)OCC(=O)O)=O)C)C=CC1)C (N-[5-(3-dimethylaminobenzamido)-2-methylphenyl]-3-carboxymethoxybenzamide), FC(C(=O)O)(F)F (trifluoroacetic acid). As a reaction SMILES: [F:1][C:2]([F:7])([F:6])[C:3]([OH:5])=[O:4].[CH3:8][N:9]([CH3:44])[C:10]1[CH:11]=[C:12]([CH:41]=[CH:42][CH:43]=1)[C:13]([NH:15][C:16]1[CH:17]=[CH:18][C:19]([CH3:40])=[C:20]([NH:22][C:23](=[O:39])[C:24]2[CH:29]=[CH:28][CH:27]=[C:26]([O:30][CH2:31][C:32]([O:34]C(C)(C)C)=[O:33])[CH:25]=2)[CH:21]=1)=[O:14]>C(Cl)Cl>[CH3:44][N:9]([CH3:8])[C:10]1[CH:11]=[C:12]([CH:41]=[CH:42][CH:43]=1)[C:13]([NH:15][C:16]1[CH:17]=[CH:18][C:19]([CH3:40])=[C:20]([NH:22][C:23](=[O:39])[C:24]2[CH:29]=[CH:28][CH:27]=[C:26]([O:30][CH2:31][C:32]([OH:34])=[O:33])[CH:25]=2)[CH:21]=1)=[O:14].[F:1][C:2]([F:7])([F:6])[C:3]([OH:5])=[O:4]. Procedure: Trifluoroacetic acid (10 ml) was added to a stirred solution of N-[5-(3-dimethylaminobenzamido)-2-methylphenyl]-3-tert-butoxycarbonylmethoxybenzamide (0.5 g) in methylene chloride (10 ml) and the mixture was stirred at ambient temperature for 1 hour. The mixture was evaporated and the residue was azeotroped with toluene. The resultant gum was triturated under diethyl ether. The solid so obtained was isolated and dried under vacuum at 60° C. There was thus obtained the title compound as its trifl... Reactants: [OH-].[Na+] (NaOH), ClC1=C(C2=C(CCN(CC2)C(C(F)(F)F)=O)C=C1)NCC1=CC(=C(C=C1)C(=O)OC)F (7-chloro-6-(3-fluoro-4-methoxycarbonyl-benzylamino)-3-(2,2,2-trifluoroacetyl)-2,3,4,5-tetrahydro-1H-benzo[d]azepine). Solvent: O1CCOCC1 (1,4-dioxane), O (water). Conditions: time 1 hour. Product: ClC1=C(C2=C(CCNCC2)C=C1)NCC1=CC(=C(C=C1)C(=O)OC)F (7-Chloro-6-(3-fluoro-4-methoxycarbonyl-benzylamino)-2,3,4,5-tetrahydro-1H-benzo[d]azepine). As a reaction SMILES: [OH-].[Na+].[Cl:3][C:4]1[CH:20]=[CH:19][C:7]2[CH2:8][CH2:9][N:10](C(=O)C(F)(F)F)[CH2:11][CH2:12][C:6]=2[C:5]=1[NH:21][CH2:22][C:23]1[CH:28]=[CH:27][C:26]([C:29]([O:31][CH3:32])=[O:30])=[C:25]([F:33])[CH:24]=1>O1CCOCC1.O>[Cl:3][C:4]1[CH:20]=[CH:19][C:7]2[CH2:8][CH2:9][NH:10][CH2:11][CH2:12][C:6]=2[C:5]=1[NH:21][CH2:22][C:23]1[CH:28]=[CH:27][C:26]([C:29]([O:31][CH3:32])=[O:30])=[C:25]([F:33])[CH:24]=1 |f:0.1|. Procedure: Add 1M aqueous NaOH (2.8 mL, 2.8 mmol) to a solution of 7-chloro-6-(3-fluoro-4-methoxycarbonyl-benzylamino)-3-(2,2,2-trifluoroacetyl)-2,3,4,5-tetrahydro-1H-benzo[d]azepine (1.31 g, 2.86 mmol) in 1,4-dioxane (13.3 mL) and water (2.6 mL) at 11° C. Allow mixture to warm to room temperature and stir for 1 h. Concentrate in vacuo and partition the residue between dichloromethane (250 mL) and saturated aqueous NaHCO3 (100 mL). Dry the organic phase over Na2SO4, filter and concentrate in vacuo to affor...